From a dataset of the Open Reaction Database (ORD), a public repository of structured organic reaction records. describe an organic reaction: reactants, conditions, products, and yield Starting materials: [H-].[Na+] (sodium hydride), BrCC(=O)OCC (ethyl bromoacetate), C(C1=CC=CC=C1)N(C(OC(C)(C)C)=O)[C@@H]1CC[C@H](CC1)C1=CC=C(C=C1)O (tert-butyl trans-benzyl[4-(4-hydroxyphenyl)-cyclohexyl]carbamate), [Cl-].[NH4+] (ammonium chloride). The solvent is CN(C=O)C (dimethylformamide). Run at time 4 hour. The product is C(C1=CC=CC=C1)N([C@@H]1CC[C@H](CC1)C1=CC=C(OCC(=O)OCC)C=C1)C(=O)OC(C)(C)C (Ethyl trans-(4-{4-[benzyl(tert-butoxycarbonyl)amino]cyclohexyl}phenoxy)acetate), solid. Isolated yield 100.0%. RXN SMILES: [CH2:1]([N:8]([C@H:16]1[CH2:21][CH2:20][C@H:19]([C:22]2[CH:27]=[CH:26][C:25]([OH:28])=[CH:24][CH:23]=2)[CH2:18][CH2:17]1)[C:9](=[O:15])[O:10][C:11]([CH3:14])([CH3:13])[CH3:12])[C:2]1[CH:7]=[CH:6][CH:5]=[CH:4][CH:3]=1.[H-].[Na+].Br[CH2:32][C:33]([O:35][CH2:36][CH3:37])=[O:34].[Cl-].[NH4+]>CN(C)C=O>[CH2:1]([N:8]([C:9]([O:10][C:11]([CH3:14])([CH3:13])[CH3:12])=[O:15])[C@H:16]1[CH2:17][CH2:18][C@H:19]([C:22]2[CH:27]=[CH:26][C:25]([O:28][CH2:32][C:33]([O:35][CH2:36][CH3:37])=[O:34])=[CH:24][CH:23]=2)[CH2:20][CH2:21]1)[C:2]1[CH:3]=[CH:4][CH:5]=[CH:6][CH:7]=1 |f:1.2,4.5|. Reported procedure: A suspension of 3.82 g (10 mmol) of tert-butyl trans-benzyl[4-(4-hydroxyphenyl)-cyclohexyl]carbamate (cf. preparation 1.2) and of 0.48 g of 60% sodium hydride (12 mmol) in dimethylformamide (38 ml) is stirred for 25 minutes and then 1.44 ml of ethyl bromoacetate (13 mmol) are added. The reaction is left stirring for 4 h. The reaction medium is neutralized by the addition of a saturated aqueous ammonium chloride solution. The solvents are evaporated under reduced pressure and water and dichlorome... Reactants: O=S1(CCN(CC1)CC1=CC=C(C=C1)NC(=O)C1=CC=C(C=C1)C1=C(C=CC(=C1)C=O)C)=O (5′-Formyl-2′-methyl-biphenyl-4-carboxylic acid [4-(1,1-dioxo-1lambda*6*-thiomorpholin-4-ylmethyl)-phenyl]-amide), BrC=1C=C(N)C=CC1 (3-bromo-aniline), C(C)(=O)O[BH-](OC(C)=O)OC(C)=O.[Na+] (Sodium (triacetoxy)borohydride), C(C)(=O)O (acetic acid). Run in ClCCl (dichloromethane). Conditions: time 18 hour. The product is O=S1(CCN(CC1)CC1=CC=C(C=C1)NC(=O)C1=CC=C(C=C1)C1=C(C=CC(=C1)CNC1=CC(=CC=C1)Br)C)=O (5′-[(3-Bromo-phenylamino)-methyl]-2′methyl-biphenyl-4-carboxylic acid [4-(1,1-dioxo-1lambda*6*-thiomorpholin-4-ylmethyl)-phenyl]-amide). Yield: 59.8%. Reaction SMILES: [O:1]=[S:2]1(=[O:33])[CH2:7][CH2:6][N:5]([CH2:8][C:9]2[CH:14]=[CH:13][C:12]([NH:15][C:16]([C:18]3[CH:23]=[CH:22][C:21]([C:24]4[CH:29]=[C:28]([CH:30]=O)[CH:27]=[CH:26][C:25]=4[CH3:32])=[CH:20][CH:19]=3)=[O:17])=[CH:11][CH:10]=2)[CH2:4][CH2:3]1.[Br:34][C:35]1[CH:36]=[C:37]([CH:39]=[CH:40][CH:41]=1)[NH2:38].C(O[BH-](OC(=O)C)OC(=O)C)(=O)C.[Na+].C(O)(=O)C>ClCCl>[O:33]=[S:2]1(=[O:1])[CH2:7][CH2:6][N:5]([CH2:8][C:9]2[CH:10]=[CH:11][C:12]([NH:15][C:16]([C:18]3[CH:19]=[CH:20][C:21]([C:24]4[CH:29]=[C:28]([CH2:30][NH:38][C:37]5[CH:39]=[CH:40][CH:41]=[C:35]([Br:34])[CH:36]=5)[CH:27]=[CH:26][C:25]=4[CH3:32])=[CH:22][CH:23]=3)=[O:17])=[CH:13][CH:14]=2)[CH2:4][CH2:3]1 |f:2.3|. Procedure details: 5′-Formyl-2′-methyl-biphenyl-4-carboxylic acid [4-(1,1-dioxo-1lambda*6*-thiomorpholin-4-ylmethyl)-phenyl]-amide (40 mg) and 3-bromo-aniline (18 mg) were stirred together in dry dichloromethane (10 ml) containing 3 A molecular sieves. The mixture was then heated to 40 C for 4 h. Sodium (triacetoxy)borohydride (50 mg) and glacial acetic acid (1 ml) were then added and stirring continued at 20 C for 18 h. The sieves were then removed by filtration and the mother liquor evaporated. The residue was p...